This data is from the Open Reaction Database (ORD), a public repository of structured organic reaction records. The task is: describe an organic reaction: reactants, conditions, products, and yield Starting materials: C1(CCCCC1)N=C=NC1CCCCC1 (DCC), NC(CCCCC)N (Diaminohexane), ON1C(CCC1=O)=O (NHS), C(CC[C@@H](C(=O)O)NC(=O)C1=CC=C(NCC2=CN=C3N=C(N)NC(=O)C3=N2)C=C1)(=O)O (folic acid). Solvent: CS(=O)C (DMSO), CS(=O)C (DMSO), CS(=O)C (DMSO). Reaction conditions: time 2 hour. The product is C(CC[C@@H](C(=O)O)NC(=O)C1=CC=C(NCC2=CN=C3N=C(N)NC(=O)C3=N2)C=C1)(=O)[O-].NC(CCCCC)N (folate diaminohexane). Reaction SMILES: ON1C(=O)CCC1=O.[C:9]([OH:40])(=[O:39])[CH2:10][CH2:11][C@H:12]([NH:16][C:17]([C:19]1[CH:38]=[CH:37][C:22]([NH:23][CH2:24][C:25]2[N:36]=[C:35]3[C:28]([N:29]=[C:30]([NH:32][C:33]3=[O:34])[NH2:31])=[N:27][CH:26]=2)=[CH:21][CH:20]=1)=[O:18])[C:13]([OH:15])=[O:14].C1(N=C=NC2CCCCC2)CCCCC1.[NH2:56][CH:57]([NH2:63])[CH2:58][CH2:59][CH2:60][CH2:61][CH3:62]>CS(C)=O>[C:9]([O-:40])(=[O:39])[CH2:10][CH2:11][C@H:12]([NH:16][C:17]([C:19]1[CH:20]=[CH:21][C:22]([NH:23][CH2:24][C:25]2[N:36]=[C:35]3[C:28]([N:29]=[C:30]([NH:32][C:33]3=[O:34])[NH2:31])=[N:27][CH:26]=2)=[CH:37][CH:38]=1)=[O:18])[C:13]([OH:15])=[O:14].[NH2:56][CH:57]([NH2:63])[CH2:58][CH2:59][CH2:60][CH2:61][CH3:62] |f:5.6|. Reported procedure: 8 mg NHS (N-Hydroxysuccinimide) was added to 16 mg folic acid in 4 ml DMSO solvent followed by 9 mg of DCC (dicyclohexyl carbodiimide) in 500 μl DMSO. It was then incubated at room temperature for 2 h then added to 4.7 mg Diaminohexane in 500 μl DMSO forming a white-yellow precipitate/suspension. It was left overnight to react to completion forming the folate-diaminohexane linker. 156 μl of this was then added to 1 mg of Sulfo-SBED (2-[(6-(Biotinamido)-2-(p-azidobenzamido)-hexanamido]ethyl-1-3′-... The reactants are COc1ccc(COc2ccc(C=O)cc2OCc2ccccc2)cc1, CC(=O)O. Product: O=Cc1ccc(O)c(OCc2ccccc2)c1. Reaction SMILES: [CH3:1][O:2][c:3]1[cH:4][cH:5][c:6]([CH2:7][O:10][c:11]2[c:12]([O:19][CH2:20][c:21]3[cH:22][cH:23][cH:24][cH:25][cH:26]3)[cH:13][c:14]([CH:15]=[O:16])[cH:17][cH:18]2)[cH:8][cH:9]1.[CH3:27][C:28](=[O:29])[OH:30]>>[OH:10][c:11]1[c:12]([O:19][CH2:20][c:21]2[cH:22][cH:23][cH:24][cH:25][cH:26]2)[cH:13][c:14]([CH:15]=[O:16])[cH:17][cH:18]1. Starting materials: S(O)(O)(=O)=O (sulfuric acid), C(=O)O (formic acid), O=C1C2CC3(CC(CC1C3)C2)O (4-oxoadamantan-1-ol), C(=O)O (formic acid), C(=O)O (formic acid). Run at temperature 80 celsius, time 8 hour. Yields the product O=C1C2CC3(CC(CC1C3)C2)C(=O)O (4-oxoadamantane-1-carboxylic acid). As a reaction SMILES: S(=O)(=O)(O)O.[O:6]=[C:7]1[CH:14]2[CH2:15][C:10]3(O)[CH2:11][CH:12]([CH2:16][CH:8]1[CH2:9]3)[CH2:13]2.[CH:18]([OH:20])=[O:19]>>[O:6]=[C:7]1[CH:14]2[CH2:15][C:10]3([C:18]([OH:20])=[O:19])[CH2:11][CH:12]([CH2:16][CH:8]1[CH2:9]3)[CH2:13]2. Reported procedure: To 60% fuming sulfuric acid (135 ml) stirred under heating at 80° C., a solution of 4-oxoadamantan-1-ol (15.69 g) in formic acid (250 ml) was added dropwise over 2 hours. After completion of the dropwise addition, the reaction mixture was stirred at 80° C. for 3 hours, to which formic acid (100 ml) was then added at room temperature and stirred overnight at room temperature. After addition of additional formic acid (50 ml), the reaction mixture was stirred at 80° C. for 12 hours and then stirred... The product is Cl.FC(OC1=CC=C(C(=O)OCCNC)C=C1)(F)F (2-(Methylamino)ethyl 4-trifluoromethoxybenzoate Hydrochloride). Reaction SMILES: [OH:1][CH2:2][CH2:3][N:4](C)[C:5](=O)OC(C)(C)C.[F:13][C:14]([F:26])([F:25])[O:15][C:16]1[CH:24]=[CH:23][C:19]([C:20]([Cl:22])=[O:21])=[CH:18][CH:17]=1.N1C=CC=CC=1>C(OCC)(=O)C>[ClH:22].[F:13][C:14]([F:26])([F:25])[O:15][C:16]1[CH:24]=[CH:23][C:19]([C:20]([O:1][CH2:2][CH2:3][NH:4][CH3:5])=[O:21])=[CH:18][CH:17]=1 |f:4.5|. Run at temperature 60 celsius, time 25 hour. Yield: 82.3%. Procedure details: To a mixture of tert-butyl 2-hydroxyethyl(methyl)carbamate (1.30 g) obtained in Reference Example 1 and ethyl acetate (10 mL) were added 4-trifluoromethoxybenzoyl chloride (1.83 g) and pyridine (0.72 mL). The mixture was stirred at 60° C. for 25 hrs. Ethyl acetate (60 mL) was added to the reaction mixture, and the mixture was washed with water (30 mL), a saturated aqueous sodium hydrogen carbonate solution (20 mL) and water (20 mL), and dried over anhydrous magnesium sulfate. After concentration... Run in C(C)(=O)OCC (Ethyl acetate), C(C)(=O)OCC (ethyl acetate). The reactants are OCCN(C(OC(C)(C)C)=O)C (tert-butyl 2-hydroxyethyl(methyl)carbamate), FC(OC1=CC=C(C(=O)Cl)C=C1)(F)F (4-trifluoromethoxybenzoyl chloride), N1=CC=CC=C1 (pyridine). Starting materials: COC1=C(CNC=2C=CC=3N(N2)C(=C(N3)C(F)(F)F)CN3C(CC(C3)CCC)=O)C=CC(=C1)OC (1-{[6-[(2,4-dimethoxybenzyl)amino]-2-(trifluoromethyl)imidazo[1,2-b]pyridazin-3-yl]methyl}-4-propylpyrrolidin-2-one). Solvent: FC(C(=O)O)(F)F (trifluoroacetic acid). Product: NC=1C=CC=2N(N1)C(=C(N2)C(F)(F)F)CN2C(CC(C2)CCC)=O (1-{[6-amino-2-(trifluoromethyl)imidazo[1,2-b]pyridazin-3-yl]methyl}-4-propylpyrrolidin-2-one). The yield is 11.0%. RXN SMILES: COC1C=C(OC)C=CC=1C[NH:6][C:7]1[CH:8]=[CH:9][C:10]2[N:11]([C:13]([CH2:20][N:21]3[CH2:25][CH:24]([CH2:26][CH2:27][CH3:28])[CH2:23][C:22]3=[O:29])=[C:14]([C:16]([F:19])([F:18])[F:17])[N:15]=2)[N:12]=1>FC(F)(F)C(O)=O>[NH2:6][C:7]1[CH:8]=[CH:9][C:10]2[N:11]([C:13]([CH2:20][N:21]3[CH2:25][CH:24]([CH2:26][CH2:27][CH3:28])[CH2:23][C:22]3=[O:29])=[C:14]([C:16]([F:18])([F:17])[F:19])[N:15]=2)[N:12]=1. Procedure details: 1-{[6-[(2,4-dimethoxybenzyl)amino]-2-(trifluoromethyl)imidazo[1,2-b]pyridazin-3-yl]methyl}-4-propylpyrrolidin-2-one x268 (396 mg, 0.83 mmol) is stirred at room temperature in trifluoroacetic acid until its complete consumption (17 hours). After TFA removal under reduced pressure, the residue is taken in saturated K2CO3 aqueous solution and extracted with ethyl acetate (3×15 ml). The cumulated organic layers are dried over MgSO4, filtered and condensed under reduced pressure to yield the crude ma... Starting materials: CN(C)CCCCl, CN(C)C=O, Cl, [H-], [Na+], [Na+], [OH-], O=c1ccsc2c1[nH]c1ccccc12. The product is Cl, CN(C)CCCn1c2ccccc2c2sccc(=O)c21. RXN SMILES: [CH3:17][N:18]([CH3:19])[CH2:20][CH2:21][CH2:22][Cl:23].[CH3:27][N:28]([CH3:29])[CH:30]=[O:31].[ClH:24].[H-:1].[Na+:26].[Na+:2].[OH-:25].[s:3]1[cH:4][cH:5][c:6](=[O:16])[c:7]2[nH:8][c:9]3[cH:10][cH:11][cH:12][cH:13][c:14]3[c:15]12>>[ClH:23].[s:3]1[cH:4][cH:5][c:6](=[O:16])[c:7]2[n:8]([CH2:22][CH2:21][CH2:20][N:18]([CH3:17])[CH3:19])[c:9]3[cH:10][cH:11][cH:12][cH:13][c:14]3[c:15]12. The reactants are CO, CC1=C(C(=O)OCCOc2cccc(Cl)c2Cl)C(c2c(F)c(F)c(F)c(F)c2F)C2=C(CN(Cc3ccccc3)CC2=O)N1, Cl, Cl, [H][H], O. Yields the product CC1=C(C(=O)OCCOc2cccc(Cl)c2Cl)C(c2c(F)c(F)c(F)c(F)c2F)C2=C(CNCC2=O)N1, Cl. Reaction SMILES: [CH3:46][OH:47].[Cl:2][c:3]1[c:4]([O:5][CH2:6][CH2:7][O:8][C:9](=[O:10])[C:11]2=[C:12]([CH3:40])[NH:13][C:14]3=[C:19]([C:18](=[O:32])[CH2:17][N:16]([CH2:33][c:34]4[cH:35][cH:36][cH:37][cH:38][cH:39]4)[CH2:15]3)[CH:20]2[c:21]2[c:22]([F:31])[c:23]([F:30])[c:24]([F:29])[c:25]([F:28])[c:26]2[F:27])[cH:41][cH:42][cH:43][c:44]1[Cl:45].[ClH:1].[ClH:48].[H:49][H:50].[OH2:51]>>[Cl:2][c:3]1[c:4]([O:5][CH2:6][CH2:7][O:8][C:9](=[O:10])[C:11]2=[C:12]([CH3:40])[NH:13][C:14]3=[C:19]([C:18](=[O:32])[CH2:17][NH:16][CH2:15]3)[CH:20]2[c:21]2[c:22]([F:31])[c:23]([F:30])[c:24]([F:29])[c:25]([F:28])[c:26]2[F:27])[cH:41][cH:42][cH:43][c:44]1[Cl:45].[ClH:1].